Dataset: the Open Reaction Database (ORD), a public repository of structured organic reaction records. Task: describe an organic reaction: reactants, conditions, products, and yield Starting materials: O=C([O-])[O-], Cc1c[nH]cn1, CC#N, Cc1cc([N+](=O)[O-])ccc1Cl, [Cs+], [Cs+]. Reaction SMILES: [C:18](=[O:19])([O-:20])[O-:21].[CH3:12][c:13]1[n:14][cH:15][nH:16][cH:17]1.[CH3:24][C:25]#[N:26].[Cl:1][c:2]1[c:3]([CH3:11])[cH:4][c:5]([N+:8](=[O:9])[O-:10])[cH:6][cH:7]1.[Cs+:22].[Cs+:23]>>[c:2]1(-[n:16]2[cH:15][n:14][c:13]([CH3:12])[cH:17]2)[c:3]([CH3:11])[cH:4][c:5]([N+:8](=[O:9])[O-:10])[cH:6][cH:7]1. The product is Cc1cn(-c2ccc([N+](=O)[O-])cc2C)cn1. Starting materials: CC(=O)N1CCC(CN)CC1, CSc1nc2cccnc2s1. The product is CC(=O)N1CCC(CNc2nc3cccnc3s2)CC1. As a reaction SMILES: [C:1]([CH3:2])(=[O:3])[N:4]1[CH2:5][CH2:6][CH:7]([CH2:10][NH2:11])[CH2:8][CH2:9]1.[CH3:12][S:13][c:14]1[s:15][c:16]2[n:17][cH:18][cH:19][cH:20][c:21]2[n:22]1>>[C:1]([CH3:2])(=[O:3])[N:4]1[CH2:5][CH2:6][CH:7]([CH2:10][NH:11][c:14]2[s:15][c:16]3[n:17][cH:18][cH:19][cH:20][c:21]3[n:22]2)[CH2:8][CH2:9]1.